From a dataset of the Open Reaction Database (ORD), a public repository of structured organic reaction records. describe an organic reaction: reactants, conditions, products, and yield Starting materials: FC=1C=C(CC=2C=CC(=C(C#N)C2)F)C=C(C1)F (5-(3,5-difluoro-benzyl)-2-fluoro-benzonitrile), O.NN (hydrazine hydrate). Solvent: C(CCC)O (n-butanol), O.C(C)(=O)OCC (water ethyl acetate). Reaction conditions: temperature 120 celsius. Product: FC=1C=C(CC=2C=C3C(=NNC3=CC2)N)C=C(C1)F (5-(3,5-Difluoro-benzyl)-1H-indazol-3-ylamine). Isolated yield 62.0%. RXN SMILES: [F:1][C:2]1[CH:3]=[C:4]([CH:15]=[C:16]([F:18])[CH:17]=1)[CH2:5][C:6]1[CH:7]=[CH:8][C:9](F)=[C:10]([CH:13]=1)[C:11]#[N:12].O.[NH2:20][NH2:21]>C(O)CCC.O.C(OCC)(=O)C>[F:1][C:2]1[CH:3]=[C:4]([CH:15]=[C:16]([F:18])[CH:17]=1)[CH2:5][C:6]1[CH:13]=[C:10]2[C:9](=[CH:8][CH:7]=1)[NH:21][N:20]=[C:11]2[NH2:12] |f:1.2,4.5|. Reported procedure: A mixture of 5-(3,5-difluoro-benzyl)-2-fluoro-benzonitrile (20 g, 80.9 mmol) and hydrazine hydrate (19.6 mL, 404 mmol) in n-butanol (200 mL) was heated at 120° C. overnight. The reaction mixture was diluted with water/ethyl acetate and the organic phase washed twice with brine, dried and evaporated. Crude was triturated with diethyl ether and filtered to afford 13 gr of final product. Purification of the resulting organic phase by chromatography over silica gel (DCM/EtOH 95:5) afforded further 6... Procedure details: rac-3-(2-Bromo-propionyl)-benzoic acid methyl ester (5.42 g) and formamide (3.6 ml) were heated together to 130° C. for 5 h. The mixture was partitioned between AcOEt and brine, the organic layer was dried and evaporated and the residual oil was chromatographed on silica gel using AcOEt/hexane (1:4) as eluent to give 3-(5-methyl-oxazol-4-yl)-benzoic acid methyl ester (2.52 g) as white solid. Yields the product COC(C1=CC(=CC=C1)C=1N=COC1C)=O (3-(5-methyl-oxazol-4-yl)-benzoic acid methyl ester). Reactants: COC(C1=CC(=CC=C1)C(C(C)Br)=O)=O (rac-3-(2-Bromo-propionyl)-benzoic acid methyl ester), C(=O)N (formamide). Reaction SMILES: [CH3:1][O:2][C:3](=[O:15])[C:4]1[CH:9]=[CH:8][CH:7]=[C:6]([C:10](=O)[CH:11](Br)[CH3:12])[CH:5]=1.[CH:16]([NH2:18])=[O:17]>>[CH3:1][O:2][C:3](=[O:15])[C:4]1[CH:9]=[CH:8][CH:7]=[C:6]([C:10]2[N:18]=[CH:16][O:17][C:11]=2[CH3:12])[CH:5]=1. Reactants: resultant mixture, ice water, [I-].C[S+](=O)(C)C (trimethylsulfoxonium iodide), FC1=C(C=CC(=C1)F)C([C@@H](C)OC1OCCCC1)=O ((2R)-2',4'-difluoro-2-(3,4,5,6-tetrahydro-2H-pyran-2-yloxy)propiophenone), [H-].[Na+] (sodium hydride). Solvent: CS(=O)C (dimethyl sulfoxide), CS(=O)C (dimethyl sulfoxide). Conditions: temperature 15 celsius. Yields the product O1C(CCCC1)O[C@H](C)C1(OC1)C1=C(C=C(C=C1)F)F (2-[(1R)-1-(3,4,5,6 -tetrahydro-2H-pyran-2-yloxy)ethyl]-2-(2,4-difluorophenyl)oxirane). Yield: 91.2%. Reaction SMILES: [H-].[Na+].[I-].[CH3:4][S+](C)(C)=O.[F:9][C:10]1[CH:15]=[C:14]([F:16])[CH:13]=[CH:12][C:11]=1[C:17](=[O:27])[C@H:18]([O:20][CH:21]1[CH2:26][CH2:25][CH2:24][CH2:23][O:22]1)[CH3:19]>CS(C)=O>[O:22]1[CH2:23][CH2:24][CH2:25][CH2:26][CH:21]1[O:20][C@@H:18]([C:17]1([C:11]2[CH:12]=[CH:13][C:14]([F:16])=[CH:15][C:10]=2[F:9])[CH2:4][O:27]1)[CH3:19] |f:0.1,2.3|. Procedure: To dimethyl sulfoxide (50 ml) was added 60% sodium hydride (0.833 g) in mineral oil. While stirring the mixture at about 15° C., trimethylsulfoxonium iodide (4.80 g) was added thereto, which was stirred for 15 minutes at room temperature. The reaction mixture was cooled with ice, to which was added a dimethyl sulfoxide solution (10 ml) of (2R)-2',4'-difluoro-2-(3,4,5,6-tetrahydro-2H-pyran-2-yloxy)propiophenone (4.90 g). The resultant mixture was stirred for two hours at room temperature. The rea... Reactants: CC(=O)OC(C)CCCCn1c(=O)c2c(nc3n2CCNC3)n(C)c1=O, CCOCC, CO, Cl. Yields the product CC(O)CCCCn1c(=O)c2c(nc3n2CCNC3)n(C)c1=O. RXN SMILES: [C:1](=[O:2])([CH3:3])[O:4][CH:5]([CH2:6][CH2:7][CH2:8][CH2:9][n:10]1[c:11](=[O:25])[n:12]([CH3:24])[c:13]2[n:14][c:15]3[n:16]([c:17]2[c:18]1=[O:19])[CH2:20][CH2:21][NH:22][CH2:23]3)[CH3:26].[CH3:28][CH2:29][O:30][CH2:31][CH3:32].[CH3:33][OH:34].[ClH:27]>>[OH:4][CH:5]([CH2:6][CH2:7][CH2:8][CH2:9][n:10]1[c:11](=[O:25])[n:12]([CH3:24])[c:13]2[n:14][c:15]3[n:16]([c:17]2[c:18]1=[O:19])[CH2:20][CH2:21][NH:22][CH2:23]3)[CH3:26].